Task: describe an organic reaction: reactants, conditions, products, and yield. Dataset: the Open Reaction Database (ORD), a public repository of structured organic reaction records Reactants: CS(=O)(=O)c1ccccc1S(=O)(=O)Cl, Nc1ccc2[nH]ncc2c1, c1ccncc1. Product: CS(=O)(=O)c1ccccc1S(=O)(=O)Nc1ccc2[nH]ncc2c1. As a reaction SMILES: [CH3:11][S:12](=[O:13])(=[O:14])[c:15]1[c:16]([S:21](=[O:22])(=[O:23])[Cl:24])[cH:17][cH:18][cH:19][cH:20]1.[NH2:1][c:2]1[cH:3][c:4]2[cH:5][n:6][nH:7][c:8]2[cH:9][cH:10]1.[cH:25]1[cH:26][cH:27][n:28][cH:29][cH:30]1>>[NH:1]([c:2]1[cH:3][c:4]2[cH:5][n:6][nH:7][c:8]2[cH:9][cH:10]1)[S:21]([c:16]1[c:15]([S:12]([CH3:11])(=[O:13])=[O:14])[cH:20][cH:19][cH:18][cH:17]1)(=[O:22])=[O:23].